Dataset: the Open Reaction Database (ORD), a public repository of structured organic reaction records. Task: describe an organic reaction: reactants, conditions, products, and yield The reactants are CCOC(=O)COc1ccc(CN(CCOC)c2nccc(-c3ccc(C(F)(F)F)cc3)n2)cc1C, CO, [Na+], C1CCOC1, [OH-]. Yields the product COCCN(Cc1ccc(OCC(=O)O)c(C)c1)c1nccc(-c2ccc(C(F)(F)F)cc2)n1. Reaction SMILES: [CH3:1][O:2][CH2:3][CH2:4][N:5]([c:6]1[n:7][cH:8][cH:9][c:10](-[c:12]2[cH:13][cH:14][c:15]([C:18]([F:19])([F:20])[F:21])[cH:16][cH:17]2)[n:11]1)[CH2:22][c:23]1[cH:24][c:25]([CH3:36])[c:26]([O:27][CH2:28][C:29](=[O:30])[O:31][CH2:32][CH3:33])[cH:34][cH:35]1.[CH3:39][OH:40].[Na+:38].[O:41]1[CH2:42][CH2:43][CH2:44][CH2:45]1.[OH-:37]>>[CH3:1][O:2][CH2:3][CH2:4][N:5]([c:6]1[n:7][cH:8][cH:9][c:10](-[c:12]2[cH:13][cH:14][c:15]([C:18]([F:19])([F:20])[F:21])[cH:16][cH:17]2)[n:11]1)[CH2:22][c:23]1[cH:24][c:25]([CH3:36])[c:26]([O:27][CH2:28][C:29](=[O:30])[OH:31])[cH:34][cH:35]1. Reactants: COC1=CC=C(C=C1)P(=S)=S (p-methoxyphenylthiono-phosphine sulfide), S1N=NC2=C1C(=CC=C2)C(=O)N (benzo-1,2,3-thiadiazole-7-carboxamide). Solvent: C1(=CC=CC=C1)C (toluene). Product: S1N=NC2=C1C(=CC=C2)C(N)=S (benzo-1,2,3-thiadiazole-7-thiocarboxamide). Yield: 56.4%. Reported procedure: A suspension of 2.42 g of p-methoxyphenylthiono-phosphine sulfide and 1.79 g of benzo-1,2,3-thiadiazole-7-carboxamide in 95 ml of toluene is refluxed under a nitrogen atmosphere for 6 hours. The mixture is then evaporated in vacuon and the residue is suspended in ethyl acetate and filtered off. The filtrate is recrystallized from ethyl acetate/tetrahydrofuran with added active charcoal. 1.1 g of yellow crystals of melting point 129°-131° C. result. As a reaction SMILES: COC1C=CC(P(=S)=[S:10])=CC=1.[S:12]1[C:16]2[C:17]([C:21]([NH2:23])=O)=[CH:18][CH:19]=[CH:20][C:15]=2[N:14]=[N:13]1>C1(C)C=CC=CC=1>[S:12]1[C:16]2[C:17]([C:21](=[S:10])[NH2:23])=[CH:18][CH:19]=[CH:20][C:15]=2[N:14]=[N:13]1.